The task is: describe an organic reaction: reactants, conditions, products, and yield. This data is from the Open Reaction Database (ORD), a public repository of structured organic reaction records. Reactants: COC(=O)c1ccc(OCCCON2C(=O)c3ccccc3C2=O)c(-c2ccc(C(F)(F)F)cc2)c1, CNN. Product: COC(=O)c1ccc(OCCCON)c(-c2ccc(C(F)(F)F)cc2)c1. As a reaction SMILES: [CH3:1][O:2][C:3](=[O:4])[c:5]1[cH:6][c:7](-[c:27]2[cH:28][cH:29][c:30]([C:33]([F:34])([F:35])[F:36])[cH:31][cH:32]2)[c:8]([O:11][CH2:12][CH2:13][CH2:14][O:15][N:16]2[C:17](=[O:18])[c:19]3[c:20]([cH:21][cH:22][cH:23][cH:24]3)[C:25]2=[O:26])[cH:9][cH:10]1.[CH3:37][NH:38][NH2:39]>>[CH3:1][O:2][C:3](=[O:4])[c:5]1[cH:6][c:7](-[c:27]2[cH:28][cH:29][c:30]([C:33]([F:34])([F:35])[F:36])[cH:31][cH:32]2)[c:8]([O:11][CH2:12][CH2:13][CH2:14][O:15][NH2:16])[cH:9][cH:10]1. Starting materials: O=C(C(=O)OCC)CCC1=CC=CC=C1 (ethyl 2-oxo-4-phenylbutyrate), NC1COC2=C(NC1=O)C=CC=C2 (3-amino-2,3-dihydro-1,5-benzoxazepin-4(5H)-one), C(#N)[BH3-].[Na+] (sodium cyanoborohydride). Solvent: CO (methanol), CO (methanol), C(C)(=O)O (acetic acid). Reaction conditions: time 8 hour. The product is C(=O)(OCC)C(CCC1=CC=CC=C1)NC1COC2=C(NC1=O)C=CC=C2 (3-[N-(1-carboethoxy-3-phenylpropyl)amino]-2,3-dihydro-1,5-benzoxazepin-4(5H)-one). RXN SMILES: [NH2:1][CH:2]1[C:8](=[O:9])[NH:7][C:6]2[CH:10]=[CH:11][CH:12]=[CH:13][C:5]=2[O:4][CH2:3]1.O=[C:15]([CH2:21][CH2:22][C:23]1[CH:28]=[CH:27][CH:26]=[CH:25][CH:24]=1)[C:16]([O:18][CH2:19][CH3:20])=[O:17].C([BH3-])#N.[Na+]>CO.C(O)(=O)C>[C:16]([CH:15]([NH:1][CH:2]1[C:8](=[O:9])[NH:7][C:6]2[CH:10]=[CH:11][CH:12]=[CH:13][C:5]=2[O:4][CH2:3]1)[CH2:21][CH2:22][C:23]1[CH:24]=[CH:25][CH:26]=[CH:27][CH:28]=1)([O:18][CH2:19][CH3:20])=[O:17] |f:2.3|. Reported procedure: The 3-amino-2,3-dihydro-1,5-benzoxazepin-4(5H)-one (0.250 g) is dissolved in 5 ml of methanol and 2.88 g of ethyl 2-oxo-4-phenylbutyrate is added. This is followed by the addition of a solution of 88 mg of sodium cyanoborohydride in 3 ml of methanol and 0.8 ml of glacial acetic acid. The reaction is stirred overnight under nitrogen and concentrated. The residue is dissolved in 20 ml of methylene chloride and washed with 10 ml of cold saturated sodium carbonate. After drying over magnesium sulfat... Reactants: CN (methylamine), N1(CCCC1)C1=CC=NC=C1 (4-pyrrolidinopyridine), C(C)(C)N=C=NC(C)C (diisopropylcarbodiimide), N1N=C(C2=C1C1=CC=CC=C1C2)C2=CC=C(C(=O)O)C=C2 (4-(1,4-dihydroindeno[1,2-c]pyrazol-3-yl)benzoic acid), CN (methylamine), N1(CCCC1)C1=CC=NC=C1 (4-pyrrolidinopyridine), C(C)(C)N=C=NC(C)C (diisopropylcarbodiimide). Solvent: C(C)O (ethanol), C(C)O (ethanol), ClCCl (dichloromethane). Reaction conditions: time 20 hour. The product is CNC(C1=CC=C(C=C1)C=1C2=C(NN1)C1=CC=CC=C1C2)=O (N-methyl-4-(1,4-dihydroindeno[1,2-c]pyrazol-3-yl)benzamide). As a reaction SMILES: [NH:1]1[C:5]2[C:6]3[C:11]([CH2:12][C:4]=2[C:3]([C:13]2[CH:21]=[CH:20][C:16]([C:17](O)=[O:18])=[CH:15][CH:14]=2)=[N:2]1)=[CH:10][CH:9]=[CH:8][CH:7]=3.CN.[N:24]1(C2C=CN=CC=2)CCC[CH2:25]1.C(N=C=NC(C)C)(C)C>C(O)C.ClCCl>[CH3:25][NH:24][C:17](=[O:18])[C:16]1[CH:15]=[CH:14][C:13]([C:3]2[C:4]3[CH2:12][C:11]4[C:6](=[CH:7][CH:8]=[CH:9][CH:10]=4)[C:5]=3[NH:1][N:2]=2)=[CH:21][CH:20]=1. Procedure: A mixture of 4-(1,4-dihydroindeno[1,2-c]pyrazol-3-yl)benzoic acid (0.8 g), methylamine in ethanol (0.27 ml of a 33% w/w solution), 4-pyrrolidinopyridine (0.47 g), diisopropylcarbodiimide (0.5 ml) and dichloromethane (30 ml) was stirred at ambient temperature for 20 hours. More methylamine in ethanol (0.3 ml of a 33% w/w solution), 4-pyrrolidinopyridine (0.5 g) and diisopropylcarbodiimide (1 ml) were added and the mixture was stirred for 3 hours at ambient temperature. The solvent was removed und... Starting materials: CC(=O)Oc1ccc2c(=O)c(C(=O)O)coc2c1OC(C)=O, CN(C)C=O, O=S(Cl)Cl, c1ccccc1. Yields the product CC(=O)Oc1ccc2c(=O)c(C(=O)Cl)coc2c1OC(C)=O. RXN SMILES: [C:1]([CH3:2])(=[O:3])[O:4][c:5]1[cH:6][cH:7][c:8]2[c:9](=[O:22])[c:10]([C:19](=[O:20])[OH:21])[cH:11][o:12][c:13]2[c:14]1[O:15][C:16]([CH3:17])=[O:18].[CH3:33][N:34]([CH3:35])[CH:36]=[O:37].[S:23]([Cl:24])([Cl:25])=[O:26].[cH:27]1[cH:28][cH:29][cH:30][cH:31][cH:32]1>>[C:1]([CH3:2])(=[O:3])[O:4][c:5]1[cH:6][cH:7][c:8]2[c:9](=[O:22])[c:10]([C:19](=[O:20])[Cl:25])[cH:11][o:12][c:13]2[c:14]1[O:15][C:16]([CH3:17])=[O:18]. The reactants are O=C(C1CC1)N1CCC(Cc2n[nH]c(=O)n2-c2c(F)cc(Br)cc2Cl)C1, O=C([O-])[O-], CC1(C)OB(c2ccc3occc3c2)OC1(C)C, [Cs+], [Cs+]. Yields the product O=C(C1CC1)N1CCC(Cc2n[nH]c(=O)n2-c2c(F)cc(-c3ccc4occc4c3)cc2Cl)C1. As a reaction SMILES: [Br:1][c:2]1[cH:3][c:4]([Cl:26])[c:5](-[n:9]2[c:10](=[O:25])[nH:11][n:12][c:13]2[CH2:14][CH:15]2[CH2:16][N:17]([C:20](=[O:21])[CH:22]3[CH2:23][CH2:24]3)[CH2:18][CH2:19]2)[c:6]([F:8])[cH:7]1.[C:45](=[O:46])([O-:47])[O-:48].[CH3:27][C:28]1([CH3:29])[C:30]([CH3:31])([CH3:32])[O:33][B:34]([c:35]2[cH:36][cH:37][c:38]3[c:39]([cH:40][cH:41][o:42]3)[cH:43]2)[O:44]1.[Cs+:49].[Cs+:50]>>[c:2]1(-[c:35]2[cH:36][cH:37][c:38]3[c:39]([cH:40][cH:41][o:42]3)[cH:43]2)[cH:3][c:4]([Cl:26])[c:5](-[n:9]2[c:10](=[O:25])[nH:11][n:12][c:13]2[CH2:14][CH:15]2[CH2:16][N:17]([C:20](=[O:21])[CH:22]3[CH2:23][CH2:24]3)[CH2:18][CH2:19]2)[c:6]([F:8])[cH:7]1. Starting materials: CN(C)c1ccncc1, ClCCl, NC1(c2ccc(=O)n(Cc3ccccc3)c2)CCCCC1, O=C(Cl)Cc1ccccc1. Product: O=C(Cc1ccccc1)NC1(c2ccc(=O)n(Cc3ccccc3)c2)CCCCC1. Reaction SMILES: [CH3:32][N:33]([c:34]1[cH:35][cH:36][n:37][cH:38][cH:39]1)[CH3:40].[Cl:41][CH2:42][Cl:43].[NH2:11][C:12]1([c:18]2[cH:19][cH:20][c:21](=[O:31])[n:22]([CH2:24][c:25]3[cH:26][cH:27][cH:28][cH:29][cH:30]3)[cH:23]2)[CH2:13][CH2:14][CH2:15][CH2:16][CH2:17]1.[c:1]1([CH2:7][C:8](=[O:9])[Cl:10])[cH:2][cH:3][cH:4][cH:5][cH:6]1>>[c:1]1([CH2:7][C:8](=[O:9])[NH:11][C:12]2([c:18]3[cH:19][cH:20][c:21](=[O:31])[n:22]([CH2:24][c:25]4[cH:26][cH:27][cH:28][cH:29][cH:30]4)[cH:23]3)[CH2:13][CH2:14][CH2:15][CH2:16][CH2:17]2)[cH:2][cH:3][cH:4][cH:5][cH:6]1. Reactants: CN(C)C=O, [H-], CCCI, [Na+], O=C(c1ccc(-c2cc[nH]n2)cc1)N1Cc2cccn2Cc2ccccc21. The product is CCCn1ccc(-c2ccc(C(=O)N3Cc4cccn4Cc4ccccc43)cc2)n1. As a reaction SMILES: [CH3:34][N:35]([CH3:36])[CH:37]=[O:38].[H-:28].[I:30][CH2:31][CH2:32][CH3:33].[Na+:29].[nH:1]1[n:2][c:3](-[c:6]2[cH:7][cH:8][c:9]([C:12](=[O:13])[N:14]3[CH2:15][c:16]4[n:17]([cH:25][cH:26][cH:27]4)[CH2:18][c:19]4[c:20]3[cH:21][cH:22][cH:23][cH:24]4)[cH:10][cH:11]2)[cH:4][cH:5]1>>[n:1]1([CH2:31][CH2:32][CH3:33])[n:2][c:3](-[c:6]2[cH:7][cH:8][c:9]([C:12](=[O:13])[N:14]3[CH2:15][c:16]4[n:17]([cH:25][cH:26][cH:27]4)[CH2:18][c:19]4[c:20]3[cH:21][cH:22][cH:23][cH:24]4)[cH:10][cH:11]2)[cH:4][cH:5]1. The reactants are CC(C)(C)C1=NSC(=C1)N (3-(1,1-dimethylethyl)-5-aminoisothiazole), CC(C(=O)Cl)CCCl (2-methyl-4-chlorobutyric acid chloride). Run in C1(=CC=CC=C1)C (toluene). Product: ClCCC(C(=O)NC1=CC(=NS1)C(C)(C)C)C (4-Chloro-N-[3-(1,1-dimethylethyl)-5-isothiazolyl]-2-methylbutanamide). Yield: 12.0%. As a reaction SMILES: [CH3:1][C:2]([C:5]1[CH:9]=[C:8]([NH2:10])[S:7][N:6]=1)([CH3:4])[CH3:3].[CH3:11][CH:12]([CH2:16][CH2:17][Cl:18])[C:13](Cl)=[O:14]>C1(C)C=CC=CC=1>[Cl:18][CH2:17][CH2:16][CH:12]([CH3:11])[C:13]([NH:10][C:8]1[S:7][N:6]=[C:5]([C:2]([CH3:4])([CH3:3])[CH3:1])[CH:9]=1)=[O:14]. Reported procedure: To a solution of 2.4 g of 3-(1,1-dimethylethyl)-5-aminoisothiazole dissolved in 150 ml of toluene under nitrogen was added 2.3 g of 2-methyl-4-chlorobutyric acid chloride. The reaction mixture was refluxed for about 24 hours and cooled. The solvent was evaporated under reduced pressure, and the product was isolated from the residue by chromatography over silica gel eluting with an ethyl acetate/Skellysolve B solvent mixture. Fractions containing the major component were combined and the solvent ... Reactants: CCOC(=O)c1ccc(Cc2ccccc2)cn1, N. Yields the product NC(=O)c1ccc(Cc2ccccc2)cn1. RXN SMILES: [CH2:1]([c:2]1[cH:3][cH:4][cH:5][cH:6][cH:7]1)[c:8]1[cH:9][cH:10][c:11]([C:14]([O:16][CH2:15][CH3:17])=[O:18])[n:12][cH:13]1.[NH3:19]>>[CH2:1]([c:2]1[cH:3][cH:4][cH:5][cH:6][cH:7]1)[c:8]1[cH:9][cH:10][c:11]([C:14](=[O:16])[NH2:19])[n:12][cH:13]1. The reactants are NC1[C@@H]2N(C(=C(CS2)C)C(=S)OC(C2=CC=CC=C2)C2=CC=CC=C2)C1=O (benzhydryl 7-amino-3-methylthio-3-cephem-4-carboxylate), C[Si](C)(C)CC(=O)N (trimethylsilylacetamide), C[N+](=CCl)C.[Cl-] (Vilsmeier reagent), P(=O)(Cl)(Cl)Cl (phosphorus oxychloride), C([O-])(O)=O.[Na+] (sodium bicarbonate), resultant solution, C(=O)NC=1SC=C(N1)C(C(=O)O)=NOCC(=O)OC(C)(C)C (2-(2-formamidothiazol-4-yl)-2-tert-butoxycarbonylmethoxyiminoacetic acid). Solvent: C(Cl)Cl (methylene chloride), O1CCCC1 (tetrahydrofuran), CN(C=O)C (N,N-dimethylformamide), C(C)(=O)OCC (ethyl acetate), O (Water). The product is C(=O)NC=1SC=C(N1)C(C(=O)NC1[C@@H]2N(C(=C(CS2)C)C(=S)OC(C2=CC=CC=C2)C2=CC=CC=C2)C1=O)=NOCC(=O)OC(C)(C)C (benzhydryl 7-[2-(2-formamidothiazol- 4-yl)-2-tert-butoxycarbonylmethoxyiminoacetamido]-3-methylthio-3-cephem-4-carboxylate). Isolated yield 67.2%. Reaction SMILES: C[N+](C)=CCl.[Cl-].P(Cl)(Cl)(Cl)=O.[CH:12]([NH:14][C:15]1[S:16][CH:17]=[C:18]([C:20](=[N:24][O:25][CH2:26][C:27]([O:29][C:30]([CH3:33])([CH3:32])[CH3:31])=[O:28])[C:21]([OH:23])=O)[N:19]=1)=[O:13].[NH2:34][CH:35]1[C:59](=[O:60])[N:37]2[C:38]([C:43]([O:45][CH:46]([C:53]3[CH:58]=[CH:57][CH:56]=[CH:55][CH:54]=3)[C:47]3[CH:52]=[CH:51][CH:50]=[CH:49][CH:48]=3)=[S:44])=[C:39]([CH3:42])[CH2:40][S:41][C@H:36]12.C[Si](CC(N)=O)(C)C.C(=O)(O)[O-].[Na+]>O1CCCC1.C(Cl)Cl.C(OCC)(=O)C.O.CN(C)C=O>[CH:12]([NH:14][C:15]1[S:16][CH:17]=[C:18]([C:20](=[N:24][O:25][CH2:26][C:27]([O:29][C:30]([CH3:33])([CH3:32])[CH3:31])=[O:28])[C:21]([NH:34][CH:35]2[C:59](=[O:60])[N:37]3[C:38]([C:43]([O:45][CH:46]([C:47]4[CH:52]=[CH:51][CH:50]=[CH:49][CH:48]=4)[C:53]4[CH:58]=[CH:57][CH:56]=[CH:55][CH:54]=4)=[S:44])=[C:39]([CH3:42])[CH2:40][S:41][C@H:36]23)=[O:23])[N:19]=1)=[O:13] |f:0.1,6.7|. Procedure: Vilsmeier reagent prepared from N,N-dimethylformamide (0.5 ml) and phosphorus oxychloride (0.58 ml) was suspended in dry tetrahydrofuran (20 ml). To a suspension was added 2-(2-formamidothiazol-4-yl)-2-tert-butoxycarbonylmethoxyiminoacetic acid (syn isomer, 2 g) under ice-cooling with stirring, and then the solution was stirred at the same temperature for an hour to prepare the activated acid solution. To the solution of benzhydryl 7-amino-3-methylthio-3-cephem-4-carboxylate (2.0 g) and trimethy...